describe an organic reaction: reactants, conditions, products, and yield From a dataset of the Open Reaction Database (ORD), a public repository of structured organic reaction records. The reactants are CN(C)P(=O)(N(C)C)N(C)C, BrCC1CCCCC1, CCOC(=O)c1ccc(N)cc1, O. Yields the product CCOC(=O)c1ccc(NCC2CCCCC2)cc1. Reaction SMILES: [CH3:21][N:22]([P:23]([N:24]([CH3:25])[CH3:26])([N:27]([CH3:28])[CH3:29])=[O:30])[CH3:31].[CH:1]1([CH2:7][Br:8])[CH2:2][CH2:3][CH2:4][CH2:5][CH2:6]1.[NH2:9][c:10]1[cH:11][cH:12][c:13]([C:14](=[O:15])[O:16][CH2:17][CH3:18])[cH:19][cH:20]1.[OH2:32]>>[CH:1]1([CH2:7][NH:9][c:10]2[cH:11][cH:12][c:13]([C:14](=[O:15])[O:16][CH2:17][CH3:18])[cH:19][cH:20]2)[CH2:2][CH2:3][CH2:4][CH2:5][CH2:6]1. Reactants: CC(=O)Cl, CO, CC(Cc1ccc(O)c(O)c1)(NN)C(=O)O, O. The product is COC(=O)C(C)(Cc1ccc(O)c(O)c1)NN. As a reaction SMILES: [CH3:18][C:19](=[O:20])[Cl:21].[CH3:22][OH:23].[CH3:2][C:3]([CH2:4][c:5]1[cH:6][cH:7][c:8]([OH:9])[c:10]([OH:11])[cH:12]1)([NH:13][NH2:14])[C:15]([OH:16])=[O:17].[OH2:1]>>[CH3:2][C:3]([CH2:4][c:5]1[cH:6][cH:7][c:8]([OH:9])[c:10]([OH:11])[cH:12]1)([NH:13][NH2:14])[C:15]([O:16][CH3:18])=[O:17].